This data is from the Open Reaction Database (ORD), a public repository of structured organic reaction records. The task is: describe an organic reaction: reactants, conditions, products, and yield Starting materials: [OH-].[Na+] (sodium hydroxide), NC1=NC=CC(=N1)C (2-amino-4-methylpyrimidine), [N+](=O)([O-])C1=CC=C(C=O)C=C1 (p-nitrobenzaldehyde), O (water). The solvent is C(=O)O (formic acid). The product is [N+](=O)([O-])C1=CC=C(C=C1)C=CC1=NC(=NC=C1)N (4-[2-(p-nitrophenyl)ethenyl]-2-aminopyrimidine). The yield is 57.5%. RXN SMILES: [NH2:1][C:2]1[N:7]=[C:6]([CH3:8])[CH:5]=[CH:4][N:3]=1.[N+:9]([C:12]1[CH:19]=[CH:18][C:15]([CH:16]=O)=[CH:14][CH:13]=1)([O-:11])=[O:10].O.[OH-].[Na+]>C(O)=O>[N+:9]([C:12]1[CH:19]=[CH:18][C:15]([CH:16]=[CH:8][C:6]2[CH:5]=[CH:4][N:3]=[C:2]([NH2:1])[N:7]=2)=[CH:14][CH:13]=1)([O-:11])=[O:10] |f:3.4|. Procedure details: The starting compound is prepared as follows. A solution of 2-amino-4-methylpyrimidine (21.8 g) and p-nitrobenzaldehyde (30.2 g) in formic acid (45 ml) is refluxed (24 hours). After cooling, the reaction mixture is poured into water (1 liter), and the aqueous mixture is neutralized with a 5N sodium hydroxide solution. The crude product is extracted with chloroform, and the extract is dried over sodium sulfate and concentrated to dryness. The crude product is purified on a silica gel column to gi...